From a dataset of the Open Reaction Database (ORD), a public repository of structured organic reaction records. describe an organic reaction: reactants, conditions, products, and yield The reactants are CCCCC#Cc1cccc(-c2ncc[nH]2)c1, CO. Yields the product CCCCCCc1cccc(-c2ncc[nH]2)c1. Reaction SMILES: [C:1](#[C:2][CH2:3][CH2:4][CH2:5][CH3:6])[c:7]1[cH:8][c:9](-[c:13]2[nH:14][cH:15][cH:16][n:17]2)[cH:10][cH:11][cH:12]1.[CH3:18][OH:19]>>[CH2:1]([CH2:2][CH2:3][CH2:4][CH2:5][CH3:6])[c:7]1[cH:8][c:9](-[c:13]2[n:14][cH:15][cH:16][nH:17]2)[cH:10][cH:11][cH:12]1. Starting materials: [OH-].[Na+] (sodium hydroxide), COC(CC=1N(C(C(=C(N1)N1CCOCC1)F)=O)C)=O ((5-fluoro-1-methyl-4-morpholin-4-yl-6-oxo-1,6-dihydropyrimidin-2-yl)acetic acid methyl ester). The solvent is C1CCOC1 (THF). Run at time 24 hour. The product is FC1=C(N=C(N(C1=O)C)CC(=O)[O-])N1CCOCC1.[Na+] (sodium (5-fluoro-1-methyl-4-morpholin-4-yl-6-oxo-1,6-dihydropyrimidin-2-yl)acetate). As a reaction SMILES: [OH-].[Na+:2].C[O:4][C:5](=[O:22])[CH2:6][C:7]1[N:8]([CH3:21])[C:9](=[O:20])[C:10]([F:19])=[C:11]([N:13]2[CH2:18][CH2:17][O:16][CH2:15][CH2:14]2)[N:12]=1>C1COCC1>[F:19][C:10]1[C:9](=[O:20])[N:8]([CH3:21])[C:7]([CH2:6][C:5]([O-:22])=[O:4])=[N:12][C:11]=1[N:13]1[CH2:18][CH2:17][O:16][CH2:15][CH2:14]1.[Na+:2] |f:0.1,4.5|. Procedure: 2 ml of 2N sodium hydroxide are added to a solution of 759 mg of (5-fluoro-1-methyl-4-morpholin-4-yl-6-oxo-1,6-dihydropyrimidin-2-yl)acetic acid methyl ester in 8 ml of THF. The reaction medium is stirred at ambient temperature for 24 hours. The reaction medium is concentrated under reduced pressure. The residue obtained is oven-dried under vacuum in the presence of P2O5, so as to give 695 mg of sodium (5-fluoro-1-methyl-4-morpholin-4-yl-6-oxo-1,6-dihydropyrimidin-2-yl)acetate in the form of a w...